This data is from the Open Reaction Database (ORD), a public repository of structured organic reaction records. The task is: describe an organic reaction: reactants, conditions, products, and yield Starting materials: CC1=Cc2c(ccc(C)c2Br)C1, O=C([O-])[O-], C1COCCO1, Cc1cc(C)cc(B(O)O)c1, [Cs+], [Cs+], O=C(C=Cc1ccccc1)C=Cc1ccccc1, O=C(C=Cc1ccccc1)C=Cc1ccccc1, O=C(C=Cc1ccccc1)C=Cc1ccccc1, [Pd], [Pd]. The product is CC1=Cc2c(ccc(C)c2-c2cc(C)cc(C)c2)C1. Reaction SMILES: [Br:18][c:19]1[c:20]2[c:24]([cH:25][cH:26][c:27]1[CH3:28])[CH2:23][C:22]([CH3:29])=[CH:21]2.[C:12](=[O:13])([O-:14])[O-:15].[CH2:30]1[O:31][CH2:32][CH2:33][O:34][CH2:35]1.[CH3:1][c:2]1[cH:3][c:4]([B:9]([OH:10])[OH:11])[cH:5][c:6]([CH3:8])[cH:7]1.[Cs+:16].[Cs+:17].[O:38]=[C:39]([CH:40]=[CH:41][c:42]1[cH:43][cH:44][cH:45][cH:46][cH:47]1)[CH:48]=[CH:49][c:50]1[cH:51][cH:52][cH:53][cH:54][cH:55]1.[O:56]=[C:57]([CH:58]=[CH:59][c:60]1[cH:61][cH:62][cH:63][cH:64][cH:65]1)[CH:66]=[CH:67][c:68]1[cH:69][cH:70][cH:71][cH:72][cH:73]1.[O:74]=[C:75]([CH:76]=[CH:77][c:78]1[cH:79][cH:80][cH:81][cH:82][cH:83]1)[CH:84]=[CH:85][c:86]1[cH:87][cH:88][cH:89][cH:90][cH:91]1.[Pd:36].[Pd:37]>>[CH3:1][c:2]1[cH:3][c:4](-[c:19]2[c:20]3[c:24]([cH:25][cH:26][c:27]2[CH3:28])[CH2:23][C:22]([CH3:29])=[CH:21]3)[cH:5][c:6]([CH3:8])[cH:7]1. Starting materials: C1(C=2C(C(N1CCCN(CCC(CN1C(C=3C(C1=O)=CC=CC3)=O)(F)F)S(=O)(=O)C3=CC=C(C=C3)C)=O)=CC=CC2)=O (1,8-diphthalimido-4-p-toluenesulfonyl-7,7-difluoro-4-aza-octane), O.NN (hydrazine hydrate), C(C)O (ethanol), [OH-].[Na+] (NaOH). Run in CC(=O)C (acetone), Cl (HCl), O (water), Cl (HCl). Conditions: temperature 90 celsius, time 45 minute. Product: NCCCN(CCC(CN)(F)F)S(=O)(=O)C1=CC=C(C=C1)C (1,8-diamino-4 -p-toluenesulfonyl-7,7-difluoro-4-aza-octane). RXN SMILES: C1(=O)[N:5]([CH2:6][CH2:7][CH2:8][N:9]([S:27]([C:30]2[CH:35]=[CH:34][C:33]([CH3:36])=[CH:32][CH:31]=2)(=[O:29])=[O:28])[CH2:10][CH2:11][C:12]([F:26])([F:25])[CH2:13][N:14]2C(=O)C3=CC=CC=C3C2=O)C(=O)C2=CC=CC=C12.O.NN.C(O)C.[OH-].[Na+]>O.Cl.CC(C)=O>[NH2:5][CH2:6][CH2:7][CH2:8][N:9]([S:27]([C:30]1[CH:31]=[CH:32][C:33]([CH3:36])=[CH:34][CH:35]=1)(=[O:29])=[O:28])[CH2:10][CH2:11][C:12]([F:25])([F:26])[CH2:13][NH2:14] |f:1.2,4.5|. Procedure details: The compound 1,8-diphthalimido-4-p-toluenesulfonyl-7,7-difluoro-4-aza-octane (58.95 g, 99.07 moles) and 1M hydrazine hydrate in ethanol (235 mL, 235 mmoles) are stirred and heated at 90° C. overnight. Conc. HCl (150 mL) is added, and heating (90° C.) and stirring are continued for 45 min. After cooling to room temperature, phthalhydrazide is removed by filtration, and the solvent is evaporated. The residue is dissolved in water, the solution is filtered and evaporated to yield a residue which so... Reactants: CCOC(=O)C(C)(C)S(=O)(=O)CCC(F)(F)F, C1CCOC1, [Li+], [OH-], O. Product: CC(C)(C(=O)O)S(=O)(=O)CCC(F)(F)F. Reaction SMILES: [CH2:1]([CH3:2])[O:3][C:4]([C:5]([CH3:6])([S:7](=[O:8])(=[O:9])[CH2:10][CH2:11][C:12]([F:13])([F:14])[F:15])[CH3:16])=[O:17].[CH2:20]1[O:21][CH2:22][CH2:23][CH2:24]1.[Li+:19].[OH-:18].[OH2:25]>>[O:3]=[C:4]([C:5]([CH3:6])([S:7](=[O:8])(=[O:9])[CH2:10][CH2:11][C:12]([F:13])([F:14])[F:15])[CH3:16])[OH:17]. The reactants are CS(=O)(=O)Cl, CC(O)C(C)C(O)(Cn1cncn1)c1ccc(F)cc1F, c1ccncc1. The product is CC(OS(C)(=O)=O)C(C)C(O)(Cn1cncn1)c1ccc(F)cc1F. RXN SMILES: [CH3:1][S:2]([Cl:3])(=[O:4])=[O:5].[F:6][c:7]1[c:8]([C:14]([CH2:15][n:16]2[n:17][cH:18][n:19][cH:20]2)([CH:21]([CH:22]([CH3:23])[OH:24])[CH3:25])[OH:26])[cH:9][cH:10][c:11]([F:13])[cH:12]1.[cH:27]1[cH:28][cH:29][n:30][cH:31][cH:32]1>>[CH3:1][S:2](=[O:4])(=[O:5])[O:24][CH:22]([CH:21]([C:14]([c:8]1[c:7]([F:6])[cH:12][c:11]([F:13])[cH:10][cH:9]1)([CH2:15][n:16]1[n:17][cH:18][n:19][cH:20]1)[OH:26])[CH3:25])[CH3:23]. The reactants are OC1=C(C=CC=C1C)NC(=O)C1=C(SC(=C1)C)Br (N-(2-hydroxy-3-methylphenyl)-2-bromo-5-methyl-3-thiophenecarboxamide), C([O-])([O-])=O.[K+].[K+] (potassium carbonate). Product: CC1=CC2=C(OC3=C(NC2=O)C=CC=C3C)S1 (2,9-dimethylthieno[2,3-b][1,5]benzoxazepin-4(5H)-one). As a reaction SMILES: [OH:1][C:2]1[C:7]([CH3:8])=[CH:6][CH:5]=[CH:4][C:3]=1[NH:9][C:10]([C:12]1[CH:16]=[C:15]([CH3:17])[S:14][C:13]=1Br)=[O:11].C(=O)([O-])[O-].[K+].[K+]>>[CH3:17][C:15]1[S:14][C:13]2[O:1][C:2]3[C:7]([CH3:8])=[CH:6][CH:5]=[CH:4][C:3]=3[NH:9][C:10](=[O:11])[C:12]=2[CH:16]=1 |f:1.2.3|. Reported procedure: In the same manner as in Example 98 and using N-(2-hydroxy-3-methylphenyl)-2-bromo-5-methyl-3-thiophenecarboxamide and potassium carbonate, 2,9-dimethylthieno[2,3-b][1,5]benzoxazepin-4(5H)-one is obtained. Reactants: C(C)(C)(C)OC(NC12C(C3CC(CC(C1)C3)C2)=O)=O ((2-Oxo-adamantan-1-yl)-carbamic acid tert-butyl ester), [Li]C (MeLi). Run in C1CCOC1 (THF). Run at temperature -78 celsius, time 30 minute. Product: C(C)(C)(C)OC(NC12C(C3CC(CC(C1)C3)C2)(C)O)=O ((2-Hydroxy-2-methyl-adamantan-1-yl)-carbamic acid tert-butyl ester). Yield: 76.7%. As a reaction SMILES: [C:1]([O:5][C:6](=[O:19])[NH:7][C:8]12[CH2:17][CH:12]3[CH2:13][CH:14]([CH2:16][CH:10]([CH2:11]3)[C:9]1=[O:18])[CH2:15]2)([CH3:4])([CH3:3])[CH3:2].[Li][CH3:21]>C1COCC1>[C:1]([O:5][C:6](=[O:19])[NH:7][C:8]12[CH2:17][CH:12]3[CH2:13][CH:14]([CH2:16][CH:10]([CH2:11]3)[C:9]1([OH:18])[CH3:21])[CH2:15]2)([CH3:4])([CH3:2])[CH3:3]. Procedure: At −78° C., to a solution of ketone 20C (500 mg, 1.9 mmol) in 20 mL of THF was added MeLi (1.6 M in ether, 5 mL, 8.0 mmol) dropwise. The mixture was stirred at −78° C. for 30 minutes before it was quenched by 5 mL of NH4Cl aq (Sat'd) solution. The mixture was extracted by DCM (5 mL×3) and the combined DCM layers were dried over Na2SO4. Solvent was remove under vacuum and the residue was purified by silica gel chromatography Hexane:EtOAc 1:1(v/v)) to give the title compounds 20D (410 mg, 77%) as ...